Dataset: the Open Reaction Database (ORD), a public repository of structured organic reaction records. Task: describe an organic reaction: reactants, conditions, products, and yield Starting materials: CC(=O)O, Cl, OC(c1cc(C(F)(F)F)c2ccccc2c1)C1CCNCC1, O=[Cr](=O)=O, O, O=S(=O)(O)O. Yields the product Cl, O=C(c1cc(C(F)(F)F)c2ccccc2c1)C1CCNCC1. RXN SMILES: [CH3:28][C:29](=[O:30])[OH:31].[ClH:1].[F:2][C:3]([c:4]1[cH:5][c:6]([CH:14]([OH:15])[CH:16]2[CH2:17][CH2:18][NH:19][CH2:20][CH2:21]2)[cH:7][c:8]2[cH:9][cH:10][cH:11][cH:12][c:13]12)([F:22])[F:23].[O:24]=[Cr:25](=[O:26])=[O:27].[OH2:37].[S:32](=[O:33])(=[O:34])([OH:35])[OH:36]>>[ClH:1].[F:2][C:3]([c:4]1[cH:5][c:6]([C:14](=[O:15])[CH:16]2[CH2:17][CH2:18][NH:19][CH2:20][CH2:21]2)[cH:7][c:8]2[cH:9][cH:10][cH:11][cH:12][c:13]12)([F:22])[F:23]. The reactants are [N+](=O)([O-])C1=CC=C(C=C1)N=C=O (p-nitrophenylisocyanate), [N+](=O)([O-])C1=CC=C(N)C=C1 (p-nitroaniline). The solvent is CN(C=O)C (dimethyl formamide), CN(C=O)C (dimethylformamide). Yields the product [N+](=O)([O-])C1=CC=C(C=C1)NC(=O)NC1=CC=C(C=C1)[N+](=O)[O-] (1,3-Di-(4-nitrophenyl)urea). As a reaction SMILES: [N+:1]([C:4]1[CH:9]=[CH:8][C:7]([N:10]=[C:11]=[O:12])=[CH:6][CH:5]=1)([O-:3])=[O:2].[N+:13]([C:16]1[CH:22]=[CH:21][C:19]([NH2:20])=[CH:18][CH:17]=1)([O-:15])=[O:14]>CN(C)C=O>[N+:1]([C:4]1[CH:5]=[CH:6][C:7]([NH:10][C:11]([NH:20][C:19]2[CH:21]=[CH:22][C:16]([N+:13]([O-:15])=[O:14])=[CH:17][CH:18]=2)=[O:12])=[CH:8][CH:9]=1)([O-:3])=[O:2]. Reported procedure: 1,3-Di-(4-nitrophenyl)urea was prepared by the dropwise addition of a solution of p-nitrophenylisocyanate (16.4 g, 0.1 mole) in dimethyl formamide (150 ml) to a solution of p-nitroaniline (13.8 g, 0.1 mole) in dimethylformamide (130 ml) at 4° C. 1,3-Di-(4-nitrophenyl)urea precipitated slowly as a yellow solid.